From a dataset of the Open Reaction Database (ORD), a public repository of structured organic reaction records. describe an organic reaction: reactants, conditions, products, and yield The reactants are CS(=O)[O-], CNCCNC, CS(C)=O, Cc1cc(Cl)ncc1N, [Cu], [Na+], O. Yields the product Cc1cc(S(C)(=O)=O)ncc1N. Reaction SMILES: [CH3:10][S:11](=[O:12])[O-:13].[CH3:15][NH:16][CH2:17][CH2:18][NH:19][CH3:20].[CH3:23][S:24]([CH3:25])=[O:26].[Cl:1][c:2]1[cH:3][c:4]([CH3:9])[c:5]([NH2:8])[cH:6][n:7]1.[Cu:22].[Na+:14].[OH2:21]>>[c:2]1([S:11]([CH3:10])(=[O:12])=[O:13])[cH:3][c:4]([CH3:9])[c:5]([NH2:8])[cH:6][n:7]1. Reactants: Pyridinium bromide perbromide, ClC1=CC=C2C(=CC(OC2=C1)(C)C)C1=CC=C(C=C1)F (7-chloro-4-(4-fluorophenyl)-2,2-dimethyl-2H-chromen), aqueous solution, S(=S)(=O)([O-])[O-].[Na+].[Na+] (sodium thiosulfate). The solvent is ClCCl (dichloromethane). Run at time 1.5 hour. Product: BrC=1C(OC2=CC(=CC=C2C1C1=CC=C(C=C1)F)Cl)(C)C (3-bromo-7-chloro-4-(4-fluorophenyl)-2,2-dimethyl-2H-chromen). Reaction SMILES: C1C=C[NH+]=CC=1.[Br:7][Br-]Br.[Cl:10][C:11]1[CH:20]=[C:19]2[C:14]([C:15]([C:23]3[CH:28]=[CH:27][C:26]([F:29])=[CH:25][CH:24]=3)=[CH:16][C:17]([CH3:22])([CH3:21])[O:18]2)=[CH:13][CH:12]=1.S([O-])([O-])(=O)=S.[Na+].[Na+]>ClCCl>[Br:7][C:16]1[C:17]([CH3:21])([CH3:22])[O:18][C:19]2[C:14]([C:15]=1[C:23]1[CH:24]=[CH:25][C:26]([F:29])=[CH:27][CH:28]=1)=[CH:13][CH:12]=[C:11]([Cl:10])[CH:20]=2 |f:0.1,3.4.5|. Procedure: Pyridinium bromide perbromide (1.00 g) was added to a solution of 7-chloro-4-(4-fluorophenyl)-2,2-dimethyl-2H-chromen (a compound obtained in Reference Example 5(3); 1.00 g) in dichloromethane (15 mL) under ice-cooling and the mixture was stirred at room temperature for 1.5 hours. The reaction mixture was poured into a 15% aqueous solution of sodium thiosulfate and extracted with ethyl acetate. The organic layer was washed successively with a saturated solution of sodium bicarbonate and brine, d... Procedure: Following a procedure analogous to the procedure described in Example 282 using N-{3-[5-(2-chloro-4-pyrimidinyl)-2-(tetrahydro-2H-pyran-4-yl)-1,3-thiazol-4-yl]-2-fluorophenyl}-1-methyl-1H-pyrazole-4-sulfonamide (720 mg, 1.34 mmol) and ammonium hydroxide (15 ml), the title compound was obtained as a white solid (122 mg, 16%). 1HNMR (MEOD-d4): δ ppm 7.95-7.97 (d, J=8.0 Hz, 2H), 7.52-7.56 (m, 2H), 7.29-7.32 (t, J=6.0 Hz, 1H), 7.21-7.25 (t, J=8.0 Hz, 1H), 6.32-6.33 (d, J=6.4 Hz, 1H), 3.92-3.96 (dd, ... Reactants: ClC1=NC=CC(=N1)C1=C(N=C(S1)C1CCOCC1)C=1C(=C(C=CC1)NS(=O)(=O)C=1C=NN(C1)C)F (N-{3-[5-(2-chloro-4-pyrimidinyl)-2-(tetrahydro-2H-pyran-4-yl)-1,3-thiazol-4-yl]-2-fluorophenyl}-1-methyl-1H-pyrazole-4-sulfonamide), [OH-].[NH4+] (ammonium hydroxide). The yield is 16.0%. The product is Cl.NC1=NC=CC(=N1)C1=C(N=C(S1)C1CCOCC1)C=1C(=C(C=CC1)NS(=O)(=O)C=1C=NN(C1)C)F (N-{3-[5-(2-amino-4-pyrimidinyl)-2-(tetrahydro-2H-pyran-4-yl)-1,3-thiazol-4-yl]-2-fluorophenyl}-1-methyl-1H-pyrazole-4-sulfonamide hydrochloride), solid. As a reaction SMILES: [Cl:1][C:2]1[N:7]=[C:6]([C:8]2[S:12][C:11]([CH:13]3[CH2:18][CH2:17][O:16][CH2:15][CH2:14]3)=[N:10][C:9]=2[C:19]2[C:20]([F:35])=[C:21]([NH:25][S:26]([C:29]3[CH:30]=[N:31][N:32]([CH3:34])[CH:33]=3)(=[O:28])=[O:27])[CH:22]=[CH:23][CH:24]=2)[CH:5]=[CH:4][N:3]=1.[OH-].[NH4+:37]>>[ClH:1].[NH2:37][C:2]1[N:7]=[C:6]([C:8]2[S:12][C:11]([CH:13]3[CH2:18][CH2:17][O:16][CH2:15][CH2:14]3)=[N:10][C:9]=2[C:19]2[C:20]([F:35])=[C:21]([NH:25][S:26]([C:29]3[CH:30]=[N:31][N:32]([CH3:34])[CH:33]=3)(=[O:28])=[O:27])[CH:22]=[CH:23][CH:24]=2)[CH:5]=[CH:4][N:3]=1 |f:1.2,3.4|. Starting materials: [OH-].[Na+] (sodium hydroxide), O (water), C(CCCCCCCC)N (nonylamine), acid chloride, [OH-].[Na+] (sodium hydroxide), C(=O)(OC)CCCCC(=O)Cl (5-carbomethoxyvaleryl chloride). Reaction SMILES: O.[CH2:2]([NH2:11])[CH2:3][CH2:4][CH2:5][CH2:6][CH2:7][CH2:8][CH2:9][CH3:10].[C:12]([CH2:16][CH2:17][CH2:18][CH2:19][C:20](Cl)=[O:21])([O:14]C)=[O:13].[OH-].[Na+]>CCOCC>[CH2:2]([NH:11][C:20](=[O:21])[CH2:19][CH2:18][CH2:17][CH2:16][C:12]([OH:14])=[O:13])[CH2:3][CH2:4][CH2:5][CH2:6][CH2:7][CH2:8][CH2:9][CH3:10] |f:3.4|. Yields the product methylester, C(CCCCCCCC)NC(CCCCC(=O)O)=O (6-nonylamino-6-oxocaproic acid). Procedure: A two liter beaker fitted with a mechanical stirrer, ice bath, and pH electrode, was charged with 700 mL of water and 89.4 g (0.624 mol) of nonylamine in 200 mL of ether. To this stirred mixture was added dropwise over a 30 minute period a solution of the above 5-carbomethoxyvaleryl chloride in 100 mL of ether. Concurrent with addition of the ether solution was added 50% sodium hydroxide solution at a rate such as to keep the pH of the aqueous layer between 10 and 12. Following addition of the a... Solvent: CCOCC (ether), CCOCC (ether), CCOCC (ether). The reactants are CC(C)(C)OC(=O)NCCOc1cnc(F)cc1I, CI, [H-], [Na+], CN(C)C=O. Yields the product CN(CCOc1cnc(F)cc1I)C(=O)OC(C)(C)C. RXN SMILES: [C:3]([CH3:4])([CH3:5])([CH3:6])[O:7][C:8]([NH:9][CH2:10][CH2:11][O:12][c:13]1[cH:14][n:15][c:16]([F:20])[cH:17][c:18]1[I:19])=[O:21].[CH3:22][I:23].[H-:1].[Na+:2].[O:24]=[CH:25][N:26]([CH3:27])[CH3:28]>>[C:3]([CH3:4])([CH3:5])([CH3:6])[O:7][C:8]([N:9]([CH2:10][CH2:11][O:12][c:13]1[cH:14][n:15][c:16]([F:20])[cH:17][c:18]1[I:19])[CH3:22])=[O:21].